From a dataset of the Open Reaction Database (ORD), a public repository of structured organic reaction records. describe an organic reaction: reactants, conditions, products, and yield Starting materials: CN (methylamine), solution, C(C)OC([C@@H](C[C@@H](CC1=CC=C(C=C1)C1=CC=CC=C1)NC(=O)C=1OC=C(C(C1)=O)O)C)=O ((2R,4S)-5-biphenyl-4-yl-4-[(5-hydroxy-4-oxo-4H-pyran-2-carbonyl)-amino]-2-methyl-pentanoic acid ethyl ester). Solvent: O (water), O (water). Yields the product C1(=CC=C(C=C1)C[C@H](C[C@H](C(=O)O)C)NC(=O)C=1N(C=C(C(C1)=O)O)C)C1=CC=CC=C1 ((2R,4S)-5-Biphenyl-4-yl-4-[(5-hydroxy-1-methyl-4-oxo-1,4-dihydro-pyridine-2-carbonyl)-amino]-2-methyl-pentanoic acid). As a reaction SMILES: C([O:3][C:4](=[O:33])[C@H:5]([CH3:32])[CH2:6][C@H:7]([NH:21][C:22]([C:24]1O[CH:26]=[C:27]([OH:31])[C:28](=[O:30])[CH:29]=1)=[O:23])[CH2:8][C:9]1[CH:14]=[CH:13][C:12]([C:15]2[CH:20]=[CH:19][CH:18]=[CH:17][CH:16]=2)=[CH:11][CH:10]=1)C.[CH3:34][NH2:35]>O>[C:12]1([C:15]2[CH:20]=[CH:19][CH:18]=[CH:17][CH:16]=2)[CH:13]=[CH:14][C:9]([CH2:8][C@@H:7]([NH:21][C:22]([C:24]2[N:35]([CH3:34])[CH:26]=[C:27]([OH:31])[C:28](=[O:30])[CH:29]=2)=[O:23])[CH2:6][C@@H:5]([CH3:32])[C:4]([OH:3])=[O:33])=[CH:10][CH:11]=1. Procedure details: To a suspension of (2R,4S)-5-biphenyl-4-yl-4-[(5-hydroxy-4-oxo-4H-pyran-2-carbonyl)-amino]-2-methyl-pentanoic acid ethyl ester (Example 23-1) (50 mg) in water (1 mL) is added methylamine (1 mL of a 40% solution in water) and the resulting mixture is heated to reflux for 6 hours. The mixture is under reduced pressure and is purified by preparative HPLC using a gradient of 10% MeCN/water to 100% MeCN (0.1% TFA) to elute the title compound; HPLC Retention time 1.21 minutes (condition C): MS 435.1 (... The reactants are Cl.BrC=1C=C(C=CC1)NN ((3-Bromophenyl)hydrazine HCl), [OH-].[Na+] (NaOH). Product: BrC=1C=C(C=CC1)NN ((3-bromophenyl)hydrazine). Reaction SMILES: Cl.[Br:2][C:3]1[CH:4]=[C:5]([NH:9][NH2:10])[CH:6]=[CH:7][CH:8]=1.[OH-].[Na+]>>[Br:2][C:3]1[CH:4]=[C:5]([NH:9][NH2:10])[CH:6]=[CH:7][CH:8]=1 |f:0.1,2.3|. Procedure: (3-Bromophenyl)hydrazine HCl (20.5730 g, 92.4 mmol) was dissolved in 6.25 N aqueous NaOH (16 mL, 100 mmol), ethanol (80 mL) and water (60 mL), and extracted with EtOAc (200 mL). The organic layer was dried over MgSO4, filtered and concentrated in vacuo. CH2Cl2 (150 mL) was added, dried over MgSO4, filtered and concentrated in vacuo to give (3-bromophenyl)hydrazine as a light orange oil. To a heterogeneous solution of (3-bromophenyl)hydrazine (17.19 g, 92 mmol) in Phenyl ether (82 mL) was added p... Reactants: C(C1=CC=CC=C1)OC(=O)Cl (benzylchloroformate), C(C)(C)(C)OC(=O)N1CCC(CC1)(O)C1=CC(=CC=C1)CN (4-(3-Aminomethyl-phenyl)-4-hydroxy-piperidine-1-carboxylic acid-tert-butyl ester), C(Cl)Cl (methylene chloride), C([O-])([O-])=O.[K+].[K+] (potassium carbonate). The solvent is O (water). Conditions: time 8 hour. The product is C(C)(C)(C)OC(=O)N1CCC(CC1)(O)C1=CC(=CC=C1)CNC(=O)OCC1=CC=CC=C1 (4-[3-(Benzyloxycarbonylamino-methyl)-phenyl]-4-hydroxy-piperidine-1-carboxylic acid-tert-butyl ester). Isolated yield 91.7%. RXN SMILES: [C:1]([O:5][C:6]([N:8]1[CH2:13][CH2:12][C:11]([C:15]2[CH:20]=[CH:19][CH:18]=[C:17]([CH2:21][NH2:22])[CH:16]=2)([OH:14])[CH2:10][CH2:9]1)=[O:7])([CH3:4])([CH3:3])[CH3:2].C(Cl)Cl.C(=O)([O-])[O-].[K+].[K+].[CH2:32]([O:39][C:40](Cl)=[O:41])[C:33]1[CH:38]=[CH:37][CH:36]=[CH:35][CH:34]=1>O>[C:1]([O:5][C:6]([N:8]1[CH2:9][CH2:10][C:11]([C:15]2[CH:20]=[CH:19][CH:18]=[C:17]([CH2:21][NH:22][C:40]([O:39][CH2:32][C:33]3[CH:38]=[CH:37][CH:36]=[CH:35][CH:34]=3)=[O:41])[CH:16]=2)([OH:14])[CH2:12][CH2:13]1)=[O:7])([CH3:4])([CH3:2])[CH3:3] |f:2.3.4|. Procedure details: To a stirred mixture of 4-(3-Aminomethyl-phenyl)-4-hydroxy-piperidine-1-carboxylic acid-tert-butyl ester (0.30 g, 0.99 mmol), methylene chloride (10 mL) and water (10 mL) was added potassium carbonate (0.28 g, 2.02 mmol) followed by benzylchloroformate (0.34 g, 2.02 mmol). The reaction stirred overnight at room temperature. The reaction was extracted with methylene chloride (3×30 mL). The organic extracts were combined, dried over sodium sulfate and evaporated to give a tan oil. Purification by ... Starting materials: COC=1C=C(C=O)C=C(C1OC)OC (3,4,5-trimethoxybenzaldehyde), C(=O)(O)CS(=O)(=O)CS(=O)(=O)CC(=O)O (carboxymethane-sulfonylmethanesulfonyl-acetic acid). Run in C(C)(=O)O (acetic acid). The product is COC=1C=C(/C=C/S(=O)(=O)CS(=O)(=O)\C=C\C2=CC(=C(C(=C2)OC)OC)OC)C=C(C1OC)OC (bis((E)-3,4,5-Trimethoxystyrylsulfonyl)methane). The yield is 62.0%. RXN SMILES: [CH3:1][O:2][C:3]1[CH:4]=[C:5]([CH:8]=[C:9]([O:13][CH3:14])[C:10]=1[O:11][CH3:12])[CH:6]=O.C([CH2:18][S:19]([CH2:22][S:23]([CH2:26][C:27](O)=O)(=[O:25])=[O:24])(=[O:21])=[O:20])(O)=O>C(O)(=O)C>[CH3:1][O:2][C:3]1[CH:4]=[C:5]([CH:8]=[C:9]([O:13][CH3:14])[C:10]=1[O:11][CH3:12])/[CH:6]=[CH:18]/[S:19]([CH2:22][S:23](/[CH:26]=[CH:27]/[C:5]1[CH:8]=[C:9]([O:13][CH3:14])[C:10]([O:11][CH3:12])=[C:3]([O:2][CH3:1])[CH:4]=1)(=[O:24])=[O:25])(=[O:20])=[O:21]. Procedure details: A solution of 3,4,5-trimethoxybenzaldehyde (2 mmol) and carboxymethane-sulfonylmethanesulfonyl-acetic acid (1 mmol) in acetic acid (10 mL) was subjected to General Procedure 1, to yield the title compound in 62% yield. m.p. 127-129° C. The reactants are O=C=NC1CC(CN=C=O)(CC(C1)(C)C)C (isophorone diisocyanate), C(C)(C)(C)C1=C(C(=CC(=C1)C)C(C)(C)C)O (2,6-di-t-butyl-4-methylphenol), diol, C1C(C)O1 (1,2-propylene oxide), C1C(CC)O1 (1,2-butylene oxide), OCCOC(C=C)=O (hydroxyethylacrylate). Procedure details: To a reaction vessel equipped with a stirrer, 100 gm of ARONIX M113 manufactured by Toagousei Chemicals, 124.7 gm of isophorone diisocyanate, 1 gm of dibutyltindilaurate, and 0.3 gm of 2,6-di-t-butyl-4-methylphenol were added. To this, 842.7 gm of a copolymerization diol of 1,2-propylene oxide and 1,2-butylene oxide [1,2 propylene oxide: 1,2-butylene oxide=2:8 (by weight)] of a number average molecular weight of 2,000 was added while maintaining the temperature in the 40° to 50° C. range, and th... Product: C(C=C)(=O)O.NC(=O)OCC (urethane acrylate). RXN SMILES: [O:1]=[C:2]=[N:3]C1CC(C)(C)CC(C)(CN=C=O)C1.C([C:21]1C=C(C)C=C(C(C)(C)C)[C:22]=1[OH:32])(C)(C)C.C1OC1C.C1OC1CC.OCC[O:45][C:46](=[O:49])[CH:47]=[CH2:48]>>[C:46]([OH:49])(=[O:45])[CH:47]=[CH2:48].[NH2:3][C:2]([O:32][CH2:22][CH3:21])=[O:1] |f:5.6|. Reaction conditions: time 5 hour. Starting materials: [H-].[H-].[H-].[H-].[Li+].[Al+3] (LiAlH4), C1(=CC=CC=C1)C1CCN(CC1)C(=O)C1CC(C2=C(CC1)C=CC=C2)=O ((±)-7-[(4-phenylpiperidin-1-yl)carbonyl]-6,7,8,9-tetrahydro-5H-benzocyclohepten-5-one). The solvent is CCOCC (Et2O). Conditions: time 10 minute. Yields the product C1(=CC=CC=C1)C1CCN(CC1)C[C@H]1C[C@H](C2=C(CC1)C=CC=C2)O ((±)-cis-7-[(4-Phenylpiperidin-1-yl)methyl]-6,7,8,9-tetrahydro-5H-benzocyclohepten-5-ol). Isolated yield 78.4%. As a reaction SMILES: [H-].[H-].[H-].[H-].[Li+].[Al+3].[C:7]1([CH:13]2[CH2:18][CH2:17][N:16]([C:19]([CH:21]3[CH2:27][CH2:26][C:25]4[CH:28]=[CH:29][CH:30]=[CH:31][C:24]=4[C:23](=[O:32])[CH2:22]3)=O)[CH2:15][CH2:14]2)[CH:12]=[CH:11][CH:10]=[CH:9][CH:8]=1>CCOCC>[C:7]1([CH:13]2[CH2:14][CH2:15][N:16]([CH2:19][C@@H:21]3[CH2:27][CH2:26][C:25]4[CH:28]=[CH:29][CH:30]=[CH:31][C:24]=4[C@H:23]([OH:32])[CH2:22]3)[CH2:17][CH2:18]2)[CH:8]=[CH:9][CH:10]=[CH:11][CH:12]=1 |f:0.1.2.3.4.5|. Procedure: 0.15 g (3.8 mmol) of LiAlH4 were added to a solution of 0.33 g (0.95 mmol) of (±)-7-[(4-phenylpiperidin-1-yl)carbonyl]-6,7,8,9-tetrahydro-5H-benzocyclohepten-5-one in 15 mL of dry Et2O at 0° C. and the resulting mixture was heated to reflux overnight. After cooling, the reaction was quenched by the careful addition of 0.5 mL of 2 N NaOH, the suspension was stirred 10 min and then filtered by suction on a Celite pad washing with Et2O. The solvent was removed in vacuo, yielding 0.25 g of the title...